Task: describe an organic reaction: reactants, conditions, products, and yield. Dataset: the Open Reaction Database (ORD), a public repository of structured organic reaction records The reactants are [N+](=O)([O-])C=1C=C(C(=O)O)C=CC1 (3-nitrobenzoic acid), CN (methylamine). The solvent is C(CCl)Cl (EDC). The product is CNC(C1=CC(=CC=C1)[N+](=O)[O-])=O (N-methyl-3-nitrobenzamide). RXN SMILES: [N+:1]([C:4]1[CH:5]=[C:6]([CH:10]=[CH:11][CH:12]=1)[C:7](O)=[O:8])([O-:3])=[O:2].[CH3:13][NH2:14]>C(Cl)CCl>[CH3:13][NH:14][C:7](=[O:8])[C:6]1[CH:10]=[CH:11][CH:12]=[C:4]([N+:1]([O-:3])=[O:2])[CH:5]=1. Reported procedure: Commercially available 3-nitrobenzoic acid is reacted with methylamine and EDC under standard conditions to afford N-methyl-3-nitrobenzamide, which is reduced with LAH under standard conditions to afford N-methyl(3-nitrophenyl)methanamine, which is protected with benzylchloroformate under standard conditions to yield t-butyl 3-nitrobenzylmethylcarbamate. This material is nitrosated and reduced to yield t-butyl 3-hydrzazinobenzylmethylcarbamate.